This data is from the Open Reaction Database (ORD), a public repository of structured organic reaction records. The task is: describe an organic reaction: reactants, conditions, products, and yield The reactants are ClC1=CC=C(C=C1)C=1C=C(N=NC1OCC1CC1)C(=O)O (5-(4-chloro-phenyl)-6-cyclopropylmethoxy-pyridazine-3-carboxylic acid), Cl.FC(C1=NOC(=N1)CN)(F)F (C-(3-trifluoromethyl-[1,2,4]oxadiazol-5-yl)-methylamine hydrochloride). Yields the product FC(C1=NOC(=N1)CNC(=O)C=1N=NC(=C(C1)C1=CC=C(C=C1)Cl)OCC1CC1)(F)F (5-(4-chloro-phenyl)-6-cyclopropylmethoxy-pyridazine-3-carboxylic acid (3-trifluoromethyl-[1,2,4]oxadiazol-5-ylmethyl)-amide). Reaction SMILES: [Cl:1][C:2]1[CH:7]=[CH:6][C:5]([C:8]2[CH:9]=[C:10]([C:19]([OH:21])=O)[N:11]=[N:12][C:13]=2[O:14][CH2:15][CH:16]2[CH2:18][CH2:17]2)=[CH:4][CH:3]=1.Cl.[F:23][C:24]([F:33])([F:32])[C:25]1[N:29]=[C:28]([CH2:30][NH2:31])[O:27][N:26]=1>>[F:33][C:24]([F:23])([F:32])[C:25]1[N:29]=[C:28]([CH2:30][NH:31][C:19]([C:10]2[N:11]=[N:12][C:13]([O:14][CH2:15][CH:16]3[CH2:17][CH2:18]3)=[C:8]([C:5]3[CH:4]=[CH:3][C:2]([Cl:1])=[CH:7][CH:6]=3)[CH:9]=2)=[O:21])[O:27][N:26]=1 |f:1.2|. Procedure: The title compound was synthesized in analogy to Example 1, using 5-(4-chloro-phenyl)-6-cyclopropylmethoxy-pyridazine-3-carboxylic acid (example P) and C-(3-trifluoromethyl-[1,2,4]oxadiazol-5-yl)-methylamine hydrochloride (CAS registry No. 944905-93-5; example AK) as starting materials; LC-MS (UV peak area/ESI) 100%, 454.0888 (M+H)+. The solvent is C(C)O (ethanol). Starting materials: C(C=1C(C(=O)OCCCC)=CC=CC1)(=O)OCCCC (dibutyl phthalate). Product: C(CCCCCCCCC(=O)OCCCC)(=O)OCCCC (Dibutyl sebacate). As a reaction SMILES: [C:1]([O:16][CH2:17][CH2:18][CH2:19][CH3:20])(=[O:15])[C:2]1[C:3](=[CH:11][CH:12]=[CH:13][CH:14]=1)[C:4](OCCCC)=O>C(O)C>[C:1]([O:16][CH2:17][CH2:18][CH2:19][CH3:20])(=[O:15])[CH2:2][CH2:4][CH2:3][CH2:11][CH2:12][CH2:13][CH2:14][CH2:2][C:1]([O:16][CH2:17][CH2:18][CH2:19][CH3:20])=[O:15]. Reported procedure: Mixture of dibutyl phthalate (n=16: molecular weight 278.35) and 15% by weight of ethanol (Standard) Reactants: O=C([O-])[O-], CC#N, Clc1cnc2ccccc2n1, [K+], [K+], CCOC(=O)C(C)Oc1ccc(O)cc1. The product is CCOC(=O)C(C)Oc1ccc(Oc2cnc3ccccc3n2)cc1. Reaction SMILES: [C:16](=[O:17])([O-:18])[O-:19].[CH3:33][C:34]#[N:35].[Cl:22][c:23]1[n:24][c:25]2[cH:26][cH:27][cH:28][cH:29][c:30]2[n:31][cH:32]1.[K+:20].[K+:21].[OH:1][c:2]1[cH:3][cH:4][c:5]([O:6][CH:7]([C:8](=[O:9])[O:10][CH2:11][CH3:12])[CH3:13])[cH:14][cH:15]1>>[O:1]([c:2]1[cH:3][cH:4][c:5]([O:6][CH:7]([C:8](=[O:9])[O:10][CH2:11][CH3:12])[CH3:13])[cH:14][cH:15]1)[c:23]1[n:24][c:25]2[cH:26][cH:27][cH:28][cH:29][c:30]2[n:31][cH:32]1. Reactants: O1CCOC12CCNCC2 (1,4-dioxa-8-azaspiro[4,5]decane), Cl.FC1=CC=C(C=C1)ON (O-(4-fluorophenyl)hydroxylamine hydrochloride). Solvent: Cl (HCl), 1,1-oxybisethane. Yields the product Cl.FC=1C=CC2=C(C1)C=1CNCCC1O2 (1,2,3,4-tetrahydro-8-fluorobenzofuro[3,2-c]pyridine hydrochloride). Yield: 43.9%. Reaction SMILES: O1[C:5]2([CH2:10][CH2:9][NH:8][CH2:7][CH2:6]2)[O:4][CH2:3][CH2:2]1.[ClH:11].[F:12][C:13]1[CH:18]=CC(ON)=[CH:15][CH:14]=1>Cl>[ClH:11].[F:12][C:13]1[CH:18]=[CH:2][C:3]2[O:4][C:5]3[CH2:10][CH2:9][NH:8][CH2:7][C:6]=3[C:15]=2[CH:14]=1 |f:1.2,4.5|. Reported procedure: 1,4-dioxa-8-azaspiro[4,5]decane (0.12 mol) was added dropwise to a mixture of O-(4-fluorophenyl)hydroxylamine hydrochloride (1: 1) (0.1 mol) in a mixture of HCl and 1,1-oxybisethane (150 ml). The reaction mixture was stirred and refluxed for 4 hours and then cooled. The precipitate was filtered off and dried, then recrystallized from water, yielding 10 g (43.9%) 1,2,3,4-tetrahydro-8-fluorobenzofuro[3,2-c]pyridine hydrochloride (interm. 2; mp. >300° C.). The reactants are C1CCNCC1, CC(=O)CC(C)=O, CC(=O)O, CCOCC, O=Cc1cccc([N+](=O)[O-])c1, c1ccccc1. Product: CC(=O)CC(=O)C=Cc1cccc([N+](=O)[O-])c1. As a reaction SMILES: [CH2:23]1[CH2:24][CH2:25][NH:26][CH2:27][CH2:28]1.[CH3:12][C:13](=[O:14])[CH2:15][C:16]([CH3:17])=[O:18].[CH3:19][C:20](=[O:21])[OH:22].[CH3:35][CH2:36][O:37][CH2:38][CH3:39].[N+:1](=[O:2])([O-:3])[c:4]1[cH:5][c:6]([CH:7]=[O:8])[cH:9][cH:10][cH:11]1.[cH:29]1[cH:30][cH:31][cH:32][cH:33][cH:34]1>>[N+:1](=[O:2])([O-:3])[c:4]1[cH:5][c:6]([CH:7]=[CH:12][C:13](=[O:14])[CH2:15][C:16]([CH3:17])=[O:18])[cH:9][cH:10][cH:11]1. Starting materials: c1ccc(CN2CCN(c3ccccc3-c3ncco3)CC2)cc1, CO. The product is c1ccc(N2CCNCC2)c(-c2ncco2)c1. Reaction SMILES: [CH2:1]([c:2]1[cH:3][cH:4][cH:5][cH:6][cH:7]1)[N:8]1[CH2:9][CH2:10][N:11]([c:14]2[c:15](-[c:20]3[o:21][cH:22][cH:23][n:24]3)[cH:16][cH:17][cH:18][cH:19]2)[CH2:12][CH2:13]1.[CH3:25][OH:26]>>[NH:8]1[CH2:9][CH2:10][N:11]([c:14]2[c:15](-[c:20]3[o:21][cH:22][cH:23][n:24]3)[cH:16][cH:17][cH:18][cH:19]2)[CH2:12][CH2:13]1.